From a dataset of the Open Reaction Database (ORD), a public repository of structured organic reaction records. describe an organic reaction: reactants, conditions, products, and yield Starting materials: COC(CCBr)OC, CN(C)C=O, Cl, Cl, [K+], [K+], O=C([O-])[O-], O, O=c1[nH]cc(-c2cnsc2)c(=O)[nH]1. Yields the product COC(CCn1cc(-c2cnsc2)c(=O)[nH]c1=O)OC. As a reaction SMILES: [Br:21][CH2:22][CH2:23][CH:24]([O:25][CH3:26])[O:27][CH3:28].[CH3:30][N:31]([CH3:32])[CH:33]=[O:34].[ClH:1].[ClH:29].[K+:15].[K+:16].[O-:17][C:18]([O-:19])=[O:20].[OH2:35].[s:2]1[n:3][cH:4][c:5](-[c:7]2[c:8](=[O:14])[nH:9][c:10](=[O:13])[nH:11][cH:12]2)[cH:6]1>>[s:2]1[n:3][cH:4][c:5](-[c:7]2[c:8](=[O:14])[nH:9][c:10](=[O:13])[n:11]([CH2:22][CH2:23][CH:24]([O:25][CH3:26])[O:27][CH3:28])[cH:12]2)[cH:6]1. Reactants: C(C1=CC=CC=C1)OC(=O)N1CC(N(C=C1)CC1=CC=C(C=C1)F)=O (4-benzyloxycarbonyl-1-(4-fluorobenzyl)-3,4-dihydro-pyrazin-2(1H)-one). Reagents/catalysts: [OH-].[OH-].[Pd+2] (Pearlman's catalyst). Solvent: CO (methanol). Run at time 8 hour. Yields the product FC1=CC=C(CN2C(CNCC2)=O)C=C1 (1-(4-fluorobenzyl)piperazin-2-one). Reaction SMILES: C(OC([N:11]1[CH:16]=[CH:15][N:14]([CH2:17][C:18]2[CH:23]=[CH:22][C:21]([F:24])=[CH:20][CH:19]=2)[C:13](=[O:25])[CH2:12]1)=O)C1C=CC=CC=1>[OH-].[OH-].[Pd+2].CO>[F:24][C:21]1[CH:22]=[CH:23][C:18]([CH2:17][N:14]2[CH2:15][CH2:16][NH:11][CH2:12][C:13]2=[O:25])=[CH:19][CH:20]=1 |f:1.2.3|. Procedure details: A mixture of 4-benzyloxycarbonyl-1-(4-fluorobenzyl)-3,4-dihydro-pyrazin-2(1H)-one (0.5 g, 1.45 mmol) and Pearlman's catalyst (26 mg; 20% palladium hydroxide on carbon) in methanol (25 mL) was stirred under an atmosphere of hydrogen (1 atm) at room temperature overnight. The product mixture was filtered through a pad of Celite, and then concentrated under vacuum to provide 1-(4-fluorobenzyl)piperazin-2-one. The reactants are O (Water), [N+](=O)([O-])C1=CC=C(C=C1)CCO (4-nitrobenzeneethanol), C1CN2CCN1CC2 (triethylenediamine), [N+](=O)([O-])C1=CC=C(C=C1)S(=O)(=O)Cl (4-nitrobenzenesulfonyl chloride). Run in C(Cl)Cl (DCM). Run at time 2 hour. Product: [N+](=O)([O-])C1=CC=C(C=C1)CCOS(=O)(=O)C1=CC=C(C=C1)[N+](=O)[O-] (4-Nitrobenzenesulfonic Acid 2-(4-Nitrophenyl)ethyl Ester). Isolated yield 82.3%. Reaction SMILES: [N+:1]([C:4]1[CH:9]=[CH:8][C:7]([CH2:10][CH2:11][OH:12])=[CH:6][CH:5]=1)([O-:3])=[O:2].C1N2CCN(CC2)C1.[N+:21]([C:24]1[CH:29]=[CH:28][C:27]([S:30](Cl)(=[O:32])=[O:31])=[CH:26][CH:25]=1)([O-:23])=[O:22].O>C(Cl)Cl>[N+:1]([C:4]1[CH:5]=[CH:6][C:7]([CH2:10][CH2:11][O:12][S:30]([C:27]2[CH:26]=[CH:25][C:24]([N+:21]([O-:23])=[O:22])=[CH:29][CH:28]=2)(=[O:31])=[O:32])=[CH:8][CH:9]=1)([O-:3])=[O:2]. Procedure details: To a stirred solution of 4-nitrobenzeneethanol (3.34 g, 20.0 mmol) and triethylenediamine (3.36 g, 30.0 mmol) in DCM (62.7 mL) at 0° C. was added 4-nitrobenzenesulfonyl chloride (4.97 g, 22.43 mmol) in portions over a 5 min period. The reaction mixture was then stirred at room temperature for 2 h. Water (50 mL) was added and the resulting mixture was stirred for 10 min. The organic layer was separated, dried over sodium sulfate, filtered and concentrated under reduced pressure to give the crude ... The reactants are O (H2O), OC1=CC=C2CCCC(C2=C1)=O (7-Hydroxy-1-tetralone), BrCCCN1C(C=2C(C1=O)=CC=CC2)=O (N-(3-bromopropyl)phthalimide), C[O-].[Na+] (Sodium methoxide). Run in CN(C=O)C (dimethylformamide). Run at time 3 minute. The product is C1(C=2C(C(N1CCCOC1=CC=C3CCCC(C3=C1)=O)=O)=CC=CC2)=O (7-(3-Phthalimidopropoxy)-tetralone). RXN SMILES: [OH:1][C:2]1[CH:11]=[C:10]2[C:5]([CH2:6][CH2:7][CH2:8][C:9]2=[O:12])=[CH:4][CH:3]=1.C[O-].[Na+].Br[CH2:17][CH2:18][CH2:19][N:20]1[C:24](=[O:25])[C:23]2=[CH:26][CH:27]=[CH:28][CH:29]=[C:22]2[C:21]1=[O:30].O>CN(C)C=O>[C:21]1(=[O:30])[N:20]([CH2:19][CH2:18][CH2:17][O:1][C:2]2[CH:11]=[C:10]3[C:5]([CH2:6][CH2:7][CH2:8][C:9]3=[O:12])=[CH:4][CH:3]=2)[C:24](=[O:25])[C:23]2=[CH:26][CH:27]=[CH:28][CH:29]=[C:22]12 |f:1.2|. Reported procedure: 7-Hydroxy-1-tetralone (33.3 g) is dissolved in dimethylformamide (325 ml) and the mixture is cooled in an ice bath. Sodium methoxide (11.07 g) is added to the mixture. After the mixture is stirred for 3 min., N-(3-bromopropyl)phthalimide (54.96 g) is added to the mixture; stirring is continued and the reaction mixture stirred overnight. The resulting mixture is poured into H2O (650 ml), stirred for 1 hour, filtered, washed with H2O and air dried. The resulting fluffy near-white solid (62.8 g) is... Starting materials: CN(C=O)C (dimethylformamide), N1=C(C=CC=C1)N1C(C=CC(=C1)C1=NC=CC=C1)=O (1-(2-pyridyl)-5-(2-pyridyl)-1,2-dihydropyridin-2-one), BrN1C(CCC1=O)=O (N-bromosuccinic acid imide). Run in O (water). The product is N1=C(C=CC=C1)N1C(C(=CC(=C1)C1=NC=CC=C1)Br)=O (1-(2-Pyridyl)-5-(2-pyridyl)-3-bromo-1,2-dihydropyridin-2-one). Isolated yield 54.3%. As a reaction SMILES: CN(C)C=O.[N:6]1[CH:11]=[CH:10][CH:9]=[CH:8][C:7]=1[N:12]1[CH:17]=[C:16]([C:18]2[CH:23]=[CH:22][CH:21]=[CH:20][N:19]=2)[CH:15]=[CH:14][C:13]1=[O:24].[Br:25]N1C(=O)CCC1=O>O>[N:6]1[CH:11]=[CH:10][CH:9]=[CH:8][C:7]=1[N:12]1[CH:17]=[C:16]([C:18]2[CH:23]=[CH:22][CH:21]=[CH:20][N:19]=2)[CH:15]=[C:14]([Br:25])[C:13]1=[O:24]. Reported procedure: 2 ml of a dimethylformamide solution containing 0.07 g of 1-(2-pyridyl)-5-(2-pyridyl)-1,2-dihydropyridin-2-one was incorporated with 0.07 g of N-bromosuccinic acid imide, under stirring and ice-cooling. After stirring the mixture at room temperature for 2 hours, it was diluted with water and extracted with ethyl acetate. The organic layer was washed with water and brine, and then dried over magnesium sulfate. The solvent was evaporated, and the residue was purified by silica gel chromatography (... Starting materials: C1(=CC=CC=C1)C#CC1CCC(CC1)=O (4-(phenylethynyl)cyclohexanone), C(#N)NC(=N)N (cyanoguanidine). Yields the product NC1=NC=2CCC(CC2C(=N1)N)C#CC1=CC=CC=C1 (2,4-diamino-6-phenylethynyl-5,6,7,8-tetrahydroquinazoline). RXN SMILES: [C:1]1([C:7]#[C:8][CH:9]2[CH2:14][CH2:13][C:12](=O)[CH2:11][CH2:10]2)[CH:6]=[CH:5][CH:4]=[CH:3][CH:2]=1.[C:16]([NH:18][C:19]([NH2:21])=[NH:20])#[N:17]>>[NH2:21][C:19]1[N:18]=[C:16]([NH2:17])[C:13]2[CH2:14][CH:9]([C:8]#[C:7][C:1]3[CH:6]=[CH:5][CH:4]=[CH:3][CH:2]=3)[CH2:10][CH2:11][C:12]=2[N:20]=1. Reported procedure: When n is the bridging group --C(Cl)=CH--, 1,4-cyclohexanedione mono-ethylene ketal is reduced with sodium borohydride in ethanol, yielding the corresponding 1,4-dioxaspiro[4.5]decan-8-ol. The so-prepared alcohol is then treated with methanesulfonyl chloride under basic conditions in methylene chloride, affording 8-methylsulfonyloxy-1,4-dioxaspiro[4.5]decane, which is in turn treated with sodium hydride in tetrahydrofuran, and then is reacted with trimethylsilylacetylene, yielding 8-(trimethylsi... As a reaction SMILES: [ClH:1].[O:2]=[C:3]1[C:7]2([CH2:12][CH2:11][N:10](CCCCN3C(=O)C4C=CC=C5C=4C(=CC=C5)C3=O)[CH2:9][CH2:8]2)[N:6]([C:32]2[CH:37]=[CH:36][CH:35]=[CH:34][CH:33]=2)[CH2:5][NH:4]1.Br[CH2:39][CH2:40][CH2:41][CH2:42][CH2:43][CH2:44][N:45]1[C:54](=[O:55])[C:53]2[CH:56]=[CH:57][CH:58]=[C:51]3[C:52]=2[C:47](=[CH:48][CH:49]=[CH:50]3)[C:46]1=[O:59].BrCCCCN1C(=O)C2C=CC=C3C=2C(=CC=C3)C1=O>>[ClH:1].[O:2]=[C:3]1[C:7]2([CH2:8][CH2:9][N:10]([CH2:39][CH2:40][CH2:41][CH2:42][CH2:43][CH2:44][N:45]3[C:54](=[O:55])[C:53]4[CH:56]=[CH:57][CH:58]=[C:51]5[C:52]=4[C:47](=[CH:48][CH:49]=[CH:50]5)[C:46]3=[O:59])[CH2:11][CH2:12]2)[N:6]([C:32]2[CH:37]=[CH:36][CH:35]=[CH:34][CH:33]=2)[CH2:5][NH:4]1 |f:0.1,4.5|. Yields the product Cl.O=C1NCN(C12CCN(CC2)CCCCCCN2C(C1=CC=CC=3C1=C(C2=O)C=CC3)=O)C3=CC=CC=C3 (2-[6-(4-Oxo-1-phenyl-1,3,8-triazaspiro[4.5]decan-8-yl)hexyl]-1H-benz[de]isoquinoline-1,3(2H)-dione, hydrochloride). Procedure: Following the procedure of part (b) of example 26 but substituting 2-(6-bromohexyl)-1H-benz[de]isoquinoline-1,3(2H)-dione for the 2-(4-bromobutyl)-1H-benz[de]isoquinoline-1,3-(2H)-dione, one obtains the titled compound. Starting materials: Cl.O=C1NCN(C12CCN(CC2)CCCCN2C(C1=CC=CC=3C1=C(C2=O)C=CC3)=O)C3=CC=CC=C3 (2-[4-(4-Oxo-1-phenyl-1,3,8-triazaspiro[4.5]decan-8-yl)butyl]-1H-benz[de]isoquinoline-1,3(2H)-dione, hydrochloride), BrCCCCCCN1C(C2=CC=CC=3C2=C(C1=O)C=CC3)=O (2-(6-bromohexyl)-1H-benz[de]isoquinoline-1,3(2H)-dione), BrCCCCN1C(C2=CC=CC=3C2=C(C1=O)C=CC3)=O (2-(4-bromobutyl)-1H-benz[de]isoquinoline-1,3-(2H)-dione). The reactants are C(C(C)C)C1=CC=C(C=C1)[C@H](CCC)OC1=CC=C(C(=O)OC)C=C1 (methyl 4-[1-(S)-(4-isobutylphenyl)-butoxy]benzoate), CC1=NC=CC=C1 (2-methylpyridine), solution, C[Si](C)(C)[N-][Si](C)(C)C.[Li+] (lithium bis(trimethylsilyl)amide), C(C)(=O)O (Acetic acid). The solvent is O1CCCC1 (tetrahydrofuran), O1CCCC1 (tetrahydrofuran), C(C)(=O)OCC (ethyl acetate). Run at time 18 hour. Product: N1=C(C=CC=C1)CC(=O)C1=CC=C(C=C1)O[C@@H](CCC)C1=CC=C(C=C1)CC(C)C (4-[1-(S)-(4-isobutylphenyl)butoxy]phenyl 2-pyridylmethyl ketone). RXN SMILES: [CH2:1]([C:5]1[CH:10]=[CH:9][C:8]([C@@H:11]([O:15][C:16]2[CH:25]=[CH:24][C:19]([C:20](OC)=[O:21])=[CH:18][CH:17]=2)[CH2:12][CH2:13][CH3:14])=[CH:7][CH:6]=1)[CH:2]([CH3:4])[CH3:3].[CH3:26][C:27]1[CH:32]=[CH:31][CH:30]=[CH:29][N:28]=1.C[Si]([N-][Si](C)(C)C)(C)C.[Li+].C(O)(=O)C>O1CCCC1.C(OCC)(=O)C>[N:28]1[CH:29]=[CH:30][CH:31]=[CH:32][C:27]=1[CH2:26][C:20]([C:19]1[CH:18]=[CH:17][C:16]([O:15][C@H:11]([C:8]2[CH:9]=[CH:10][C:5]([CH2:1][CH:2]([CH3:3])[CH3:4])=[CH:6][CH:7]=2)[CH2:12][CH2:13][CH3:14])=[CH:25][CH:24]=1)=[O:21] |f:2.3|. Reported procedure: To a solution of methyl 4-[1-(S)-(4-isobutylphenyl)-butoxy]benzoate (283 mg) and 2-methylpyridine (0.09 ml) in tetrahydrofuran (5 ml) was added 1.0M solution of lithium bis(trimethylsilyl)amide in tetrahydrofuran (2.7 ml) at 0° C. The mixture was stirred for 18 hours at room temperature. Acetic acid (0.18 ml) and ethyl acetate (15 ml) was added to the mixture. The mixture was washed with water and aqueous solution of sodium bicarbonate, dried over magnesium sulfate and evaporated. The residue wa... Reactants: O=C(CP(OC)(OC)=O)CC1=CC(=CC(=C1)C)C (dimethyl (2-oxo-3-(3,5-dimethylphenyl)propyl)phosphonate), C(C)(C)(C)OC(=O)N[C@H](CCC(=O)OCC)C=O (ethyl (4R)-4-(tert-butoxycarbonylamino)-4-formylbutanoate), [H-].[Na+] (sodium hydride), solution, [OH-].[Na+] (sodium hydroxide). Solvent: O1CCCC1 (tetrahydrofuran), O1CCCC1 (tetrahydrofuran), O (water), C(C)(C)(C)OC (metyl tert-butyl ether). Product: C(C)OC(CC[C@H](\C=C\C(CC1=CC(=CC(=C1)C)C)=O)NC(=O)OC(C)(C)C)=O ((4R,5E)-4-tert-butoxycarbonylamino-7-oxo-8-(3,5-dimethylphenyl)oct-5-enoic acid ethyl ester). The yield is 64.7%. Reaction SMILES: [H-].[Na+].[O:3]=[C:4]([CH2:12][C:13]1[CH:18]=[C:17]([CH3:19])[CH:16]=[C:15]([CH3:20])[CH:14]=1)[CH2:5]P(=O)(OC)OC.[C:21]([O:25][C:26]([NH:28][C@@H:29]([CH:37]=O)[CH2:30][CH2:31][C:32]([O:34][CH2:35][CH3:36])=[O:33])=[O:27])([CH3:24])([CH3:23])[CH3:22].[OH-].[Na+]>O1CCCC1.O.C(OC)(C)(C)C>[CH2:35]([O:34][C:32](=[O:33])[CH2:31][CH2:30][C@@H:29]([NH:28][C:26]([O:25][C:21]([CH3:22])([CH3:24])[CH3:23])=[O:27])/[CH:37]=[CH:5]/[C:4](=[O:3])[CH2:12][C:13]1[CH:14]=[C:15]([CH3:20])[CH:16]=[C:17]([CH3:19])[CH:18]=1)[CH3:36] |f:0.1,4.5|. Procedure details: Under atmosphere of argon, a suspension of 60% sodium hydride (50 mg) was added by a solution of dimethyl (2-oxo-3-(3,5-dimethylphenyl)propyl)phosphonate (373 mg) in tetrahydrofuran (5 mL) at the temperature of 0° C. The mixture was stirred for an hour and then a solution of ethyl (4R)-4-(tert-butoxycarbonylamino)-4-formylbutanoate (298 mg) in tetrahydrofuran (5 mL) was added to the mixture. The mixture was stirred for an hour. To the mixture, metyl tert-butyl ether and water were added, and the...